Dataset: the Open Reaction Database (ORD), a public repository of structured organic reaction records. Task: describe an organic reaction: reactants, conditions, products, and yield Starting materials: [H-].[Na+] (sodium hydride), O1C(OCC1)C=1SC(=CN1)CO ([2-(1,3-dioxolan-2-yl)-1,3-thiazol-5-yl]methanol), BrCCOC (1-bromo-2-methoxyethane), O1CCCC1 (tetrahydrofuran). Run in CN(C(C)=O)C (N,N-dimethylacetamide), O (water). Conditions: time 8 hour. The product is O1C(OCC1)C=1SC(=CN1)COCCOC (2-(1,3-dioxolan-2-yl)-5-[(2-methoxyethoxy)methyl]-1,3-thiazole). Yield: 29.9%. RXN SMILES: [O:1]1[CH2:5][CH2:4][O:3][CH:2]1[C:6]1[S:7][C:8]([CH2:11][OH:12])=[CH:9][N:10]=1.Br[CH2:14][CH2:15][O:16][CH3:17].O1CCCC1.[H-].[Na+]>O.CN(C)C(=O)C>[O:3]1[CH2:4][CH2:5][O:1][CH:2]1[C:6]1[S:7][C:8]([CH2:11][O:12][CH2:14][CH2:15][O:16][CH3:17])=[CH:9][N:10]=1 |f:3.4|. Procedure: To a mixture of [2-(1,3-dioxolan-2-yl)-1,3-thiazol-5-yl]methanol (1.02 g), 1-bromo-2-methoxyethane (1.14 g), tetrahydrofuran (6 mL) and N,N-dimethylacetamide (6 mL) was slowly added sodium hydride (60%, oil, 0.28 g) at 0° C. The reaction mixture was stirred at room temperature overnight, water was added, and the mixture was extracted with ethyl acetate. The ethyl acetate layer was washed with saturated brine, dried (MgSO4) and concentrated. The obtained residue was subjected to basic silica gel ... The product is 6-tert-butyldimethylsilyl, COC1CC2=C(C(=C(C(=C2OC12CCC2)C)C)O)C (3-methoxy-5,7,8-trimethyl-3,4-dihydrospiro[chromene-2,1′-cyclobutan]-6-ol). The solvent is C1CCOC1 (THF), C1CCOC1 (THF). Reactants: [H-].[Na+] (NaH), tert-butyldimethylsilyl, CC1=C2CC(C3(CCC3)OC2=C(C(=C1O)C)C)O (5,7,8-trimethyl-3,4-dihydrospiro[chromene-2,1′-cyclobutane]-3,6-diol), CI (methyl iodide). Conditions: time 10 minute. As a reaction SMILES: [CH3:1][C:2]1[C:14]([OH:15])=[C:13]([CH3:16])[C:12]([CH3:17])=[C:11]2[C:3]=1[CH2:4][CH:5]([OH:18])[C:6]1([O:10]2)[CH2:9][CH2:8][CH2:7]1.[H-].[Na+].[CH3:21]I>C1COCC1>[CH3:21][O:18][CH:5]1[C:6]2([CH2:7][CH2:8][CH2:9]2)[O:10][C:11]2[C:3](=[C:2]([CH3:1])[C:14]([OH:15])=[C:13]([CH3:16])[C:12]=2[CH3:17])[CH2:4]1 |f:1.2|. Procedure: A solution of tert-butyldimethylsilyl derivative of 5,7,8-trimethyl-3,4-dihydrospiro[chromene-2,1′-cyclobutane]-3,6-diol (30 mg), prepared as described in Example 22, in 1 mL of THF was added to NaH (8 mg) suspended in THF (1.5 mL). The resulting mixture was stirred at room temperature for 10 min and methyl iodide (34 mg) was added. The reaction was stirred at room temperature for 10 h and quenched onto 30 g of ice. It was extracted with hexane/EtOAc (2:1, 3×30 mL) and the combined organic layer... The reactants are CC(C)C1OCC(N(Cc2ccccc2)C(=O)[O-])CO1, CCOC(C)=O. Yields the product CC(C)C1OCC(N)CO1. RXN SMILES: [CH2:1]([c:5]1[cH:6][cH:7][cH:9][cH:10][cH:11]1)[N:8]([C:2](=[O:3])[O-:4])[CH:12]1[CH2:13][O:14][CH:15]([CH:18]([CH3:19])[CH3:20])[O:16][CH2:17]1.[CH3:21][CH2:22][O:23][C:24]([CH3:25])=[O:26]>>[NH2:8][CH:12]1[CH2:13][O:14][CH:15]([CH:18]([CH3:19])[CH3:20])[O:16][CH2:17]1.